From a dataset of the Open Reaction Database (ORD), a public repository of structured organic reaction records. describe an organic reaction: reactants, conditions, products, and yield Starting materials: CC(NC(=O)C1CC1)c1ccc(Br)cc1, CC(C)(C)[O-], Cc1ccccc1, ClC(Cl)Cl, FC(F)(F)c1cc(C2(C(F)(F)F)CCNC2)cc(C(F)(F)F)n1, [Na+], O=C(C=Cc1ccccc1)C=Cc1ccccc1, O=C(C=Cc1ccccc1)C=Cc1ccccc1, O=C(C=Cc1ccccc1)C=Cc1ccccc1, O, [Pd], [Pd]. Product: CC(NC(=O)C1CC1)c1ccc(N2CCC(c3cc(C(F)(F)F)nc(C(F)(F)F)c3)(C(F)(F)F)C2)cc1. RXN SMILES: [Br:1][c:2]1[cH:3][cH:4][c:5]([CH:8]([CH3:9])[NH:10][C:11](=[O:12])[CH:13]2[CH2:14][CH2:15]2)[cH:6][cH:7]1.[CH3:39][C:40]([CH3:41])([O-:42])[CH3:43].[CH3:46][c:47]1[cH:48][cH:49][cH:50][cH:51][cH:52]1.[CH:109]([Cl:110])([Cl:111])[Cl:112].[F:16][C:17]([c:18]1[n:19][c:20]([C:33]([F:34])([F:35])[F:36])[cH:21][c:22]([C:24]2([C:29]([F:30])([F:31])[F:32])[CH2:25][NH:26][CH2:27][CH2:28]2)[cH:23]1)([F:37])[F:38].[Na+:44].[O:55]=[C:56]([CH:57]=[CH:58][c:59]1[cH:60][cH:61][cH:62][cH:63][cH:64]1)[CH:65]=[CH:66][c:67]1[cH:68][cH:69][cH:70][cH:71][cH:72]1.[O:73]=[C:74]([CH:75]=[CH:76][c:77]1[cH:78][cH:79][cH:80][cH:81][cH:82]1)[CH:83]=[CH:84][c:85]1[cH:86][cH:87][cH:88][cH:89][cH:90]1.[O:91]=[C:92]([CH:93]=[CH:94][c:95]1[cH:96][cH:97][cH:98][cH:99][cH:100]1)[CH:101]=[CH:102][c:103]1[cH:104][cH:105][cH:106][cH:107][cH:108]1.[OH2:45].[Pd:53].[Pd:54]>>[c:2]1([N:26]2[CH2:25][C:24]([c:22]3[cH:21][c:20]([C:33]([F:34])([F:35])[F:36])[n:19][c:18]([C:17]([F:16])([F:37])[F:38])[cH:23]3)([C:29]([F:30])([F:31])[F:32])[CH2:28][CH2:27]2)[cH:3][cH:4][c:5]([CH:8]([CH3:9])[NH:10][C:11](=[O:12])[CH:13]2[CH2:14][CH2:15]2)[cH:6][cH:7]1. The reactants are C(C)(=O)OC=1C=C(C=CC(=O)O)C=CC1OC (3-acetoxy-4-methoxycinnamic acid), C(\C=C\C1=CC(O)=C(OC)C=C1)(=O)O (isoferulic acid), P(=O)(OCC)(OCC)Cl (diethyl chlorophosphate), [Cl-].C[C@@H]1CC[C@H](CC1)[NH3+] (trans-4-methylcyclohexylammonium chloride). Reagents/catalysts: CN(C1=CC=NC=C1)C (4-dimethylaminopyridine). Run in C(Cl)Cl (methylene chloride), C(C)N(CC)CC (triethylamine). The product is C[C@@H]1CC[C@H](CC1)NC(C=CC1=CC(=C(C=C1)OC)OC(C)=O)=O (N-(trans-4-methylcyclohexyl)-3-acetoxy-4-methoxycinnamamide). The yield is 76.1%. Reaction SMILES: [C:1]([O:4][C:5]1[CH:6]=[C:7]([CH:13]=[CH:14][C:15]=1[O:16][CH3:17])[CH:8]=[CH:9][C:10]([OH:12])=O)(=[O:3])[CH3:2].C(O)(=O)/C=C/C1C=CC(OC)=C(O)C=1.P(Cl)(OCC)(OCC)=O.[Cl-].[CH3:42][C@H:43]1[CH2:48][CH2:47][C@H:46]([NH3+:49])[CH2:45][CH2:44]1>CN(C)C1C=CN=CC=1.C(Cl)Cl.C(N(CC)CC)C>[CH3:42][C@H:43]1[CH2:48][CH2:47][C@H:46]([NH:49][C:10](=[O:12])[CH:9]=[CH:8][C:7]2[CH:13]=[CH:14][C:15]([O:16][CH3:17])=[C:5]([O:4][C:1](=[O:3])[CH3:2])[CH:6]=2)[CH2:45][CH2:44]1 |f:3.4|. Procedure: Using 5.9 g of 3-acetoxy-4-methoxycinnamic acid derived from isoferulic acid by the acetylation thereof, 4.34 ml of diethyl chlorophosphate, 8.35 ml of triethylamine, 500 ml of methylene chloride, 3.74 g of trans-4-methylcyclohexylammonium chloride, and 0.18 g of 4-dimethylaminopyridine, a reaction similar to that conducted in Example 104 was carried out. As a result, 6.3 g of N-(trans-4-methylcyclohexyl)-3-acetoxy-4-methoxycinnamamide (a compound of the present invention) was obtained as white ...